From a dataset of the Open Reaction Database (ORD), a public repository of structured organic reaction records. describe an organic reaction: reactants, conditions, products, and yield Starting materials: [O-2].[Ca+2] (calcium oxide), [O-2].[Al+3].[O-2].[O-2].[Al+3] (aluminum oxide), C(C)C1C(CCCC1)N (2-ethylcyclohexylamine). The reagents and catalysts are [Pd] (palladium). Product: C(C)C1=C(N)C=CC=C1 (o-Ethylaniline). Yield: 95.0%. Reaction SMILES: [O-2].[Ca+2].[O-2].[Al+3].[O-2].[O-2].[Al+3].[CH2:8]([CH:10]1[CH2:15][CH2:14][CH2:13][CH2:12][CH:11]1[NH2:16])[CH3:9]>[Pd]>[CH2:8]([C:10]1[CH:15]=[CH:14][CH:13]=[CH:12][C:11]=1[NH2:16])[CH3:9] |f:0.1,2.3.4.5.6|. Procedure: The procedure described in Example 27 is followed, using a reaction temperature of 250° C. and a catalyst which contains 0.5% by weight of palladium on a mixture of 19.4% by weight of calcium oxide and 80.6% by weight of aluminum oxide, and starting from 2-ethylcyclohexylamine. o-Ethylaniline (boiling point=210° C.) is obtained in a yield of 95% of the theory. The reactants are C(C)(=O)C1=CC(=C(OCCOC2=C(N(C3=CC=CC=C3C2=O)C)C2=CC(=C(C=C2)F)F)C=C1)Cl (3-[2-(4-Acetyl-2-chloro-phenoxy)-ethoxy]-2-(3,4-difluoro-phenyl)-1-methyl-1H-quinolin-4-one), S1C(NC(C1)=O)=O (thiazolidine-2,4-dione), C(C1=CC=CC=C1)(=O)O (benzoic acid), N1CCCCC1 (piperidine). The solvent is C1(=CC=CC=C1)C (toluene). Reaction conditions: temperature 25 celsius. Product: ClC=1C=C(C=CC1OCCOC1=C(N(C2=CC=CC=C2C1=O)C)C1=CC(=C(C=C1)F)F)C(C)=C1C(NC(S1)=O)=O (5-[1-(3-Chloro-4-{2-[2-(3,4-difluoro-phenyl)-1-methyl-4-oxo-1,4-dihydro-quinolin-3-yloxy]-ethoxy}-phenyl)-ethylidene]-thiazolidine-2,4-dione). RXN SMILES: [C:1]([C:4]1[CH:33]=[CH:32][C:7]([O:8][CH2:9][CH2:10][O:11][C:12]2[C:21](=[O:22])[C:20]3[C:15](=[CH:16][CH:17]=[CH:18][CH:19]=3)[N:14]([CH3:23])[C:13]=2[C:24]2[CH:29]=[CH:28][C:27]([F:30])=[C:26]([F:31])[CH:25]=2)=[C:6]([Cl:34])[CH:5]=1)(=O)[CH3:2].[S:35]1[CH2:39][C:38](=[O:40])[NH:37][C:36]1=[O:41].C(O)(=O)C1C=CC=CC=1.N1CCCCC1>C1(C)C=CC=CC=1>[Cl:34][C:6]1[CH:5]=[C:4]([C:1](=[C:39]2[S:35][C:36](=[O:41])[NH:37][C:38]2=[O:40])[CH3:2])[CH:33]=[CH:32][C:7]=1[O:8][CH2:9][CH2:10][O:11][C:12]1[C:21](=[O:22])[C:20]2[C:15](=[CH:16][CH:17]=[CH:18][CH:19]=2)[N:14]([CH3:23])[C:13]=1[C:24]1[CH:29]=[CH:28][C:27]([F:30])=[C:26]([F:31])[CH:25]=1. Reported procedure: A mixture of compound 3-[2-(4-Acetyl-2-chloro-phenoxy)-ethoxy]-2-(3,4-difluoro-phenyl)-1-methyl-1H-quinolin-4-one (97 g, 200 mmol), thiazolidine-2,4-dione (141 g, 1200 mmol), benzoic acid (44 g, 361 mmol) and piperidine (35 g, 411.7 mmol) were taken a single neck round bottomed flask, to this toluene (1000 mL) was added. The round-bottomed flask 20 was fitted with dean stark apparatus, which was connected to a reflux condenser. The reaction mixture was heated to reflux for 48 hours under a nitro... Starting materials: C(C)(C)(C)OC(=O)CON=C(C(=O)NC1[C@@H]2N(C(=C(CS2)C=C)C(=O)OC(C2=CC=CC=C2)C2=CC=CC=C2)C1=O)C=1N=C(SC1)NC=O (benzhydryl 7-[2-tert-butoxycarbonylmethoxyimino-2-(2-formamidothiazol-4-yl)acetamido]-3-vinyl-3-cephem-4-carboxylate), FC(C(=O)O)(F)F (trifluoroacetic acid), C(C)(C)OC(C)C (diisopropyl ether). The solvent is C1(=CC=CC=C1)OC (anisole), C(Cl)Cl (methylene chloride). Reaction conditions: time 2 hour. Product: C(=O)(O)CON=C(C(=O)NC1[C@@H]2N(C(=C(CS2)C=C)C(=O)O)C1=O)C=1N=C(SC1)NC=O (7-[2-carboxymethoxyimino-2-(2-formamidothiazol-4-yl)acetamido]-3-vinyl-3-cephem-4-carboxylic acid). Isolated yield 91.8%. RXN SMILES: C([O:5][C:6]([CH2:8][O:9][N:10]=[C:11]([C:42]1[N:43]=[C:44]([NH:47][CH:48]=[O:49])[S:45][CH:46]=1)[C:12]([NH:14][CH:15]1[C:40](=[O:41])[N:17]2[C:18]([C:24]([O:26]C(C3C=CC=CC=3)C3C=CC=CC=3)=[O:25])=[C:19]([CH:22]=[CH2:23])[CH2:20][S:21][C@H:16]12)=[O:13])=[O:7])(C)(C)C.FC(F)(F)C(O)=O.C(OC(C)C)(C)C>C1(OC)C=CC=CC=1.C(Cl)Cl>[C:6]([CH2:8][O:9][N:10]=[C:11]([C:42]1[N:43]=[C:44]([NH:47][CH:48]=[O:49])[S:45][CH:46]=1)[C:12]([NH:14][CH:15]1[C:40](=[O:41])[N:17]2[C:18]([C:24]([OH:26])=[O:25])=[C:19]([CH:22]=[CH2:23])[CH2:20][S:21][C@H:16]12)=[O:13])([OH:7])=[O:5]. Procedure details: To a solution of benzhydryl 7-[2-tert-butoxycarbonylmethoxyimino-2-(2-formamidothiazol-4-yl)acetamido]-3-vinyl-3-cephem-4-carboxylate (syn isomer) (2.5 g) in anisole (2.5 ml) and methylene chloride (5.0 ml) was added trifluoroacetic acid (10.0 ml) under ice-cooling, and the mixture was stirred at ambient temperature for 2 hours. To the reaction mixture was added dropwise diisopropyl ether, and the precipitated crystals were collected by filtration, washed with diisopropyl ether to obtain 7-[2-ca... Reactants: FC1=CC=C(C=C1)C=1N=C(N(C1C1=CC=C(C=C1)F)/C=C/[C@H](C[C@H](CC(=O)OC(C)(C)C)O)O)C(C)C (1,1-dimethyleth-1-yl (3R,5S,E)-7-[4,5-bis(4-fluorophenyl)-2-(1-methylethyl)-1H-imidazol-1-yl]-3,5-dihydroxy-6-heptenoate), [OH-].[Na+] (sodium hydroxide). Run in C(C)O (ethanol). The product is FC1=CC=C(C=C1)C=1N=C(N(C1C1=CC=C(C=C1)F)/C=C/[C@H](C[C@H](CC(=O)[O-])O)O)C(C)C.[Na+] (Sodium (3R,5S,E)-7-[4,5-bis(4-fluorophenyl)-2-(1-methylethyl)-1H-imidazol-1-yl]- 3,5-dihydroxy-6-heptenoate). RXN SMILES: [F:1][C:2]1[CH:7]=[CH:6][C:5]([C:8]2[N:9]=[C:10]([CH:35]([CH3:37])[CH3:36])[N:11](/[CH:20]=[CH:21]/[C@@H:22]([OH:34])[CH2:23][C@@H:24]([OH:33])[CH2:25][C:26]([O:28]C(C)(C)C)=[O:27])[C:12]=2[C:13]2[CH:18]=[CH:17][C:16]([F:19])=[CH:15][CH:14]=2)=[CH:4][CH:3]=1.[OH-].[Na+:39]>C(O)C>[F:1][C:2]1[CH:7]=[CH:6][C:5]([C:8]2[N:9]=[C:10]([CH:35]([CH3:37])[CH3:36])[N:11](/[CH:20]=[CH:21]/[C@@H:22]([OH:34])[CH2:23][C@@H:24]([OH:33])[CH2:25][C:26]([O-:28])=[O:27])[C:12]=2[C:13]2[CH:14]=[CH:15][C:16]([F:19])=[CH:17][CH:18]=2)=[CH:4][CH:3]=1.[Na+:39] |f:1.2,4.5|. Procedure details: A solution of 1,1-dimethyleth-1-yl (3R,5S,E)-7-[4,5-bis(4-fluorophenyl)-2-(1-methylethyl)-1H-imidazol-1-yl]-3,5-dihydroxy-6-heptenoate (51 mg) in ethanol (5 ml) was treated with aqueous sodium hydroxide solution (0.1M, 1 ml) and the clear solution was stirred at room temperature. After 18 h the solution was concentrated to ca 1 ml and then diluted with water (20 ml) and the solution washed with ether (2×7 ml). The solution was briefly evaporated and then freeze dried to give the title compound (... RXN SMILES: [CH3:19][N:20]([c:21]1[cH:22][cH:23][c:24](-[c:27]2[cH:28][c:29]([NH2:32])[nH:30][n:31]2)[cH:25][cH:26]1)[CH3:33].[NH2:1][c:2]1[cH:3][cH:4][nH:5][n:6]1.[O:34]1[CH2:35][CH2:36][CH2:37][CH2:38]1.[OH:7][CH:8]=[C:9]1[C:10](=[O:18])[NH:11][c:12]2[cH:13][cH:14][cH:15][cH:16][c:17]21>>[CH:8](=[C:9]1[C:10](=[O:18])[NH:11][c:12]2[cH:13][cH:14][cH:15][cH:16][c:17]21)[NH:32][c:29]1[cH:28][c:27](-[c:24]2[cH:23][cH:22][c:21]([N:20]([CH3:19])[CH3:33])[cH:26][cH:25]2)[n:31][nH:30]1. Starting materials: CN(C)c1ccc(-c2cc(N)[nH]n2)cc1, Nc1cc[nH]n1, C1CCOC1, O=C1Nc2ccccc2C1=CO. Product: CN(C)c1ccc(-c2cc(NC=C3C(=O)Nc4ccccc43)[nH]n2)cc1.